This data is from the Open Reaction Database (ORD), a public repository of structured organic reaction records. The task is: describe an organic reaction: reactants, conditions, products, and yield Starting materials: COc1cccc2c1oc1ccccc12, COC(Cl)Cl, ClCCl, O. Yields the product COc1ccc(C=O)c2c1oc1ccccc12. Reaction SMILES: [CH3:1][O:2][c:3]1[cH:4][cH:5][cH:6][c:7]2[c:8]1[o:9][c:10]1[c:11]2[cH:12][cH:13][cH:14][cH:15]1.[Cl:16][CH:17]([O:19][CH3:18])[Cl:20].[Cl:22][CH2:23][Cl:24].[OH2:21]>>[CH3:1][O:2][c:3]1[cH:4][cH:5][c:6]([CH:17]=[O:19])[c:7]2[c:8]1[o:9][c:10]1[c:11]2[cH:12][cH:13][cH:14][cH:15]1. The reactants are C(C=C)N(CC=C)CC=C (triallylamine). Reagents/catalysts: [Pd].C1(=CC=CC=C1)P(C1=CC=CC=C1)C1=CC=CC=C1.C1(=CC=CC=C1)P(C1=CC=CC=C1)C1=CC=CC=C1.C1(=CC=CC=C1)P(C1=CC=CC=C1)C1=CC=CC=C1.C1(=CC=CC=C1)P(C1=CC=CC=C1)C1=CC=CC=C1 (tetrakis (triphenylphosphine) palladium). Run in CN1C(CCC1)=O (N-methyl pyrrolidone). Conditions: time 30 minute. Product: C(C=C)N (monoallylamine), C(C=C)NCC=C (diallylamine). RXN SMILES: [CH2:1]([N:4](CC=C)[CH2:5][CH:6]=[CH2:7])[CH:2]=[CH2:3]>CN1CCCC1=O.[Pd].C1(P(C2C=CC=CC=2)C2C=CC=CC=2)C=CC=CC=1.C1(P(C2C=CC=CC=2)C2C=CC=CC=2)C=CC=CC=1.C1(P(C2C=CC=CC=2)C2C=CC=CC=2)C=CC=CC=1.C1(P(C2C=CC=CC=2)C2C=CC=CC=2)C=CC=CC=1>[CH2:1]([NH2:4])[CH:2]=[CH2:3].[CH2:1]([NH:4][CH2:5][CH:6]=[CH2:7])[CH:2]=[CH2:3] |f:2.3.4.5.6|. Procedure: A 300 ml autoclave was charged with 5.8g (5 millimoles) of tetrakis (triphenylphosphine) palladium, 1.8g (13.3 millimoles) of triallylamine and 80ml of N-methyl pyrrolidone as a solvent. Oxygen was removed from the autoclave by a nitrogen purge and then ammonia was added with stirring until the internal pressure reached 3.87 Kg/cm. The reactor was then heated with stirring to 100° C (pressure - 10.19 kg/cm) and subsequently to 130° C (pressure - 13.34 kg/cm). At 100° C the reaction was very slow... The reactants are CS(=O)(=O)O, CC#N, CC(C)(C)OC(=O)NC1C(=O)N2C(C(=O)OC(c3ccccc3)c3ccccc3)=C(c3cncs3)CSC12. The product is NC1C(=O)N2C(C(=O)OC(c3ccccc3)c3ccccc3)=C(c3cncs3)CSC12. As a reaction SMILES: [CH3:39][S:40](=[O:41])(=[O:42])[OH:43].[CH3:44][C:45]#[N:46].[CH:1]([c:2]1[cH:3][cH:4][cH:5][cH:6][cH:7]1)([c:8]1[cH:9][cH:10][cH:11][cH:12][cH:13]1)[O:14][C:15](=[O:16])[C:17]1=[C:24]([c:25]2[cH:26][n:27][cH:28][s:29]2)[CH2:23][S:22][CH:21]2[N:18]1[C:19](=[O:38])[CH:20]2[NH:30][C:31]([O:32][C:33]([CH3:34])([CH3:35])[CH3:36])=[O:37]>>[CH:1]([c:2]1[cH:3][cH:4][cH:5][cH:6][cH:7]1)([c:8]1[cH:9][cH:10][cH:11][cH:12][cH:13]1)[O:14][C:15](=[O:16])[C:17]1=[C:24]([c:25]2[cH:26][n:27][cH:28][s:29]2)[CH2:23][S:22][CH:21]2[N:18]1[C:19](=[O:38])[CH:20]2[NH2:30]. Reactants: [H-].[Al+3].[Li+].[H-].[H-].[H-] (Lithium aluminum hydride), C(#N)C=1C(=CC(=C(C(=O)OCOC)C1)OCOC)F (methoxymethyl 5-cyano-4-fluoro-2-methoxymethoxybenzoate), C(C)(=O)OCC (ethyl acetate). Run in [Cl-].[Na+].O (brine), C(C)OCC (diethyl ether). Conditions: time 30 minute. Product: C(#N)C=1C(=CC(=C(CO)C1)OCOC)F (5-cyano-4-fluoro-2-methoxymethoxybenzyl alcohol). The yield is 76.8%. RXN SMILES: [H-].[Al+3].[Li+].[H-].[H-].[H-].[C:7]([C:9]1[C:10]([F:25])=[CH:11][C:12]([O:21][CH2:22][O:23][CH3:24])=[C:13]([CH:20]=1)[C:14](OCOC)=[O:15])#[N:8].C(OCC)(=O)C>C(OCC)C.[Cl-].[Na+].O>[C:7]([C:9]1[C:10]([F:25])=[CH:11][C:12]([O:21][CH2:22][O:23][CH3:24])=[C:13]([CH:20]=1)[CH2:14][OH:15])#[N:8] |f:0.1.2.3.4.5,9.10.11|. Reported procedure: Lithium aluminum hydride (2.39 g) was added portionwise to a solution of methoxymethyl 5-cyano-4-fluoro-2-methoxymethoxybenzoate (16.6 g) in diethyl ether (500 ml) at -30° C., and the mixture was stirred for 30 minutes. The reaction mixture was poured into a saturated brine, to which was added ethyl acetate, followed by filtration through celite. The organic layer was washed with a saturated brine, dried (anhydrous magnesium sulfate), and concentrated. The residue was chromatographed on silica g...